This data is from the Open Reaction Database (ORD), a public repository of structured organic reaction records. The task is: describe an organic reaction: reactants, conditions, products, and yield The reactants are [C-]#N, CC1CNCCN1Cc1ccccc1, CC[Al+]CC, Cc1ccccc1, CC(C)[O-], CC(C)[O-], CC(C)[O-], CC(C)[O-], ClCCl, CC(C)(C)OC(=O)N1CCC(=O)CC1, [Ti+4]. The product is CC1CN(C2(C#N)CCN(C(=O)OC(C)(C)C)CC2)CCN1Cc1ccccc1. As a reaction SMILES: [C-:32]#[N:33].[CH2:1]([c:2]1[cH:3][cH:4][cH:5][cH:6][cH:7]1)[N:8]1[CH:9]([CH3:14])[CH2:10][NH:11][CH2:12][CH2:13]1.[CH2:34]([Al+:35][CH2:36][CH3:37])[CH3:38].[CH3:39][c:40]1[cH:41][cH:42][cH:43][cH:44][cH:45]1.[CH3:46][CH:47]([CH3:48])[O-:49].[CH3:50][CH:51]([CH3:52])[O-:53].[CH3:54][CH:55]([CH3:56])[O-:57].[CH3:58][CH:59]([CH3:60])[O-:61].[Cl:15][CH2:16][Cl:17].[O:18]=[C:19]1[CH2:20][CH2:21][N:22]([C:25](=[O:26])[O:27][C:28]([CH3:29])([CH3:30])[CH3:31])[CH2:23][CH2:24]1.[Ti+4:62]>>[CH2:1]([c:2]1[cH:3][cH:4][cH:5][cH:6][cH:7]1)[N:8]1[CH:9]([CH3:14])[CH2:10][N:11]([C:19]2([C:32]#[N:33])[CH2:20][CH2:21][N:22]([C:25](=[O:26])[O:27][C:28]([CH3:29])([CH3:30])[CH3:31])[CH2:23][CH2:24]2)[CH2:12][CH2:13]1. Reactants: C1CNCCN1, CCOc1nc(Cl)nc2c1sc1nc(-c3ccc(OC(C)C)cc3)nc(C)c12, C1COCCO1. Yields the product CCOc1nc(N2CCNCC2)nc2c1sc1nc(-c3ccc(OC(C)C)cc3)nc(C)c12. As a reaction SMILES: [CH2:29]1[CH2:30][NH:31][CH2:32][CH2:33][NH:34]1.[Cl:1][c:2]1[n:3][c:4]([O:26][CH2:27][CH3:28])[c:5]2[c:6]([n:7]1)[c:8]1[c:9]([n:10][c:11](-[c:15]3[cH:16][cH:17][c:18]([O:21][CH:22]([CH3:23])[CH3:24])[cH:19][cH:20]3)[n:12][c:13]1[CH3:14])[s:25]2.[O:35]1[CH2:36][CH2:37][O:38][CH2:39][CH2:40]1>>[c:2]1([N:31]2[CH2:30][CH2:29][NH:34][CH2:33][CH2:32]2)[n:3][c:4]([O:26][CH2:27][CH3:28])[c:5]2[c:6]([n:7]1)[c:8]1[c:9]([n:10][c:11](-[c:15]3[cH:16][cH:17][c:18]([O:21][CH:22]([CH3:23])[CH3:24])[cH:19][cH:20]3)[n:12][c:13]1[CH3:14])[s:25]2. Reactants: CC(C)OP(=O)(C=CC(CO)CO[Si](c1ccccc1)(c1ccccc1)C(C)(C)C)OC(C)C, CN(C)C=O, Clc1ncnc2nc[nH]c12, CCOC(=O)N=NC(=O)OCC, c1ccc(P(c2ccccc2)c2ccccc2)cc1. Yields the product CC(C)OP(=O)(C=CC(CO[Si](c1ccccc1)(c1ccccc1)C(C)(C)C)Cn1cnc2c(Cl)ncnc21)OC(C)C. As a reaction SMILES: [C:11]([CH3:12])([CH3:13])([CH3:14])[Si:15]([O:16][CH2:17][CH:18]([CH:19]=[CH:20][P:21]([O:22][CH:23]([CH3:24])[CH3:25])([O:26][CH:27]([CH3:28])[CH3:29])=[O:30])[CH2:31][OH:32])([c:33]1[cH:34][cH:35][cH:36][cH:37][cH:38]1)[c:39]1[cH:40][cH:41][cH:42][cH:43][cH:44]1.[CH3:76][N:77]([CH3:78])[CH:79]=[O:80].[Cl:1][c:2]1[c:3]2[nH:4][cH:5][n:6][c:7]2[n:8][cH:9][n:10]1.[O:64]=[C:65]([O:66][CH2:67][CH3:68])[N:69]=[N:70][C:71]([O:72][CH2:73][CH3:74])=[O:75].[c:45]1([P:46]([c:47]2[cH:48][cH:49][cH:50][cH:51][cH:52]2)[c:53]2[cH:54][cH:55][cH:56][cH:57][cH:58]2)[cH:59][cH:60][cH:61][cH:62][cH:63]1>>[Cl:1][c:2]1[c:3]2[n:4][cH:5][n:6]([CH2:31][CH:18]([CH2:17][O:16][Si:15]([C:11]([CH3:12])([CH3:13])[CH3:14])([c:33]3[cH:34][cH:35][cH:36][cH:37][cH:38]3)[c:39]3[cH:40][cH:41][cH:42][cH:43][cH:44]3)[CH:19]=[CH:20][P:21]([O:22][CH:23]([CH3:24])[CH3:25])([O:26][CH:27]([CH3:28])[CH3:29])=[O:30])[c:7]2[n:8][cH:9][n:10]1. Starting materials: CCCC[N+](CCCC)(CCCC)CCCC, C1CCOC1, CC(=O)O, Clc1nc(Cl)c2ccccc2n1, [K+], [OH-], [OH-]. Product: O=c1[nH]c(Cl)nc2ccccc12. As a reaction SMILES: [CH2:16]([N+:17]([CH2:18][CH2:19][CH2:20][CH3:21])([CH2:22][CH2:23][CH2:24][CH3:25])[CH2:26][CH2:27][CH2:28][CH3:29])[CH2:30][CH2:31][CH3:32].[CH2:37]1[O:38][CH2:39][CH2:40][CH2:41]1.[CH3:33][C:34]([OH:35])=[O:36].[Cl:1][c:2]1[n:3][c:4]([Cl:12])[n:5][c:6]2[cH:7][cH:8][cH:9][cH:10][c:11]12.[K+:14].[OH-:13].[OH-:15]>>[c:2]1(=[O:35])[nH:3][c:4]([Cl:12])[n:5][c:6]2[cH:7][cH:8][cH:9][cH:10][c:11]12. The reactants are N (ammonia), NC1=NC(=C(C(=N1)OCC1=CC=CC=C1)N=O)N (2,6-diamino-4-benzyloxy-5-nitrosopyrimidine), S(=O)([O-])S(=O)[O-].[Na+].[Na+] (sodium dithionite), S(=O)([O-])S(=O)[O-].[Na+].[Na+] (sodium dithionite). Solvent: O (water). Run at time 8 hour. The product is NC1=NC(=C(C(=N1)OCC1=CC=CC=C1)N)N (2,5,6-Triamino-4-Benzyloxypyrimidine). As a reaction SMILES: [NH2:1][C:2]1[N:7]=[C:6]([O:8][CH2:9][C:10]2[CH:15]=[CH:14][CH:13]=[CH:12][CH:11]=2)[C:5]([N:16]=O)=[C:4]([NH2:18])[N:3]=1.S(S([O-])=O)([O-])=O.[Na+].[Na+].N>O>[NH2:1][C:2]1[N:7]=[C:6]([O:8][CH2:9][C:10]2[CH:15]=[CH:14][CH:13]=[CH:12][CH:11]=2)[C:5]([NH2:16])=[C:4]([NH2:18])[N:3]=1 |f:1.2.3|. Procedure details: To a suspension of 2,6-diamino-4-benzyloxy-5-nitrosopyrimidine (0.3 g, 1.28 mmol) in water (10 ml) at 50° C. was added sodium dithionite (0.48 g, 2.76 mmol) in portions over 5 h. The reaction mixture was stirred at room temperature overnight, heated again to 50° C. and a further quantity of sodium dithionite (0.4 g) was added. After stirring for a further 12 h, the reaction mixture was cooled to room temperature, and the solution was adjusted to pH 7 with aqueous ammonia solution (0.2 ml). The r...